Dataset: the Open Reaction Database (ORD), a public repository of structured organic reaction records. Task: describe an organic reaction: reactants, conditions, products, and yield Reactants: CC1(CC(NC2=CC(=C(C=C12)NC(C1=CC=C(C=C1)OC)=O)[N+](=O)[O-])=O)C (4,4-dimethyl-6-(4-methoxy- benzoylamino)-7-nitro-1,2,3,4-tetrahydroquinolin-2-one). Reagents/catalysts: [Pd] (palladium on charcoal). Solvent: C(C)O (ethanol). Yields the product CC1(CC(NC=2C=C3C(=CC12)NC(=N3)C3=CC=C(C=C3)OC)=O)C (8,8-Dimethyl-2-(4-methoxyphenyl)-5,6,7,8-tetrahydro-lH-imidazo[4,5-g]quinolin-6-one). As a reaction SMILES: [CH3:1][C:2]1([CH3:27])[C:11]2[C:6](=[CH:7][C:8]([N+:23]([O-])=O)=[C:9]([NH:12][C:13](=O)[C:14]3[CH:19]=[CH:18][C:17]([O:20][CH3:21])=[CH:16][CH:15]=3)[CH:10]=2)[NH:5][C:4](=[O:26])[CH2:3]1>[Pd].C(O)C>[CH3:1][C:2]1([CH3:27])[C:11]2[CH:10]=[C:9]3[NH:12][C:13]([C:14]4[CH:19]=[CH:18][C:17]([O:20][CH3:21])=[CH:16][CH:15]=4)=[N:23][C:8]3=[CH:7][C:6]=2[NH:5][C:4](=[O:26])[CH2:3]1. Procedure: 6.8 g. (18.4 mmole) 4,4-dimethyl-6-(4-methoxy- benzoylamino)-7-nitro-1,2,3,4-tetrahydroquinolin-2-one were hydrogenated in 200 ml. ethanol in the presence of 0.6 g. 10% palladium on charcoal. After filtering off of the catalyst, the filtrate was mixed with 15 ml. concentrated hydrochloric acid and boiled under reflux for 20 hours. The evaporation residue was mixed with water and ammonia, extracted with methylene chloride/methanol (20:1 v/v), purified over silica gel (elution agent: methylene chl... Reactants: FC1=CC=C(C=C1)C1CCC(N1S(=O)(=O)C1=CC=C(C=C1)C)C(=O)N ((2RS,5SR)-5-(4-fluoro-phenyl)-1-(toluene-4-sulfonyl)-pyrrolidine-2-carboxylic acid amide), [Cl-].[P+]=O (phosphorus oxide chloride). Yields the product FC1=CC=C(C=C1)C1CCC(N1S(=O)(=O)C1=CC=C(C=C1)C)C#N ((2RS,5SR)-5-(4-Fluoro-phenyl)-1-(toluene-4-sulfonyl)-pyrrolidine-2-carbonitrile). Yield: 82.4%. Reaction SMILES: [F:1][C:2]1[CH:7]=[CH:6][C:5]([CH:8]2[N:12]([S:13]([C:16]3[CH:21]=[CH:20][C:19]([CH3:22])=[CH:18][CH:17]=3)(=[O:15])=[O:14])[CH:11]([C:23]([NH2:25])=O)[CH2:10][CH2:9]2)=[CH:4][CH:3]=1.[Cl-].[P+]=O>>[F:1][C:2]1[CH:3]=[CH:4][C:5]([CH:8]2[N:12]([S:13]([C:16]3[CH:17]=[CH:18][C:19]([CH3:22])=[CH:20][CH:21]=3)(=[O:15])=[O:14])[CH:11]([C:23]#[N:25])[CH2:10][CH2:9]2)=[CH:6][CH:7]=1 |f:1.2,^3:26|. Reported procedure: A stirred mixture of (2RS,5SR)-5-(4-fluoro-phenyl)-1-(toluene-4-sulfonyl)-pyrrolidine-2-carboxylic acid amide (1.15 g, 3.17 mmol) and phosphorus oxide chloride (8 ml) was heated for 5 min under reflux conditions. Aqueous work-up and crystallization from ethyl acetate/hexane yielded the title compound as a light brown solid (0.9 g, yield 82%), m.p. 128° C. and MS: m/e=344 (M+). The reactants are C(CCC)[Li] (n-butyllithium), CN(C1=CC=C(C=C1)/C=C(/C(=O)O)\C)C (E-3-(4-Dimethylaminophenyl)-2-methyl-propenoic acid), CN(C1=CC=C(C=O)C=C1)C (4-dimethylaminobenzaldehyd), aldehyde, triethyl phosphonopropionate, O (water). The solvent is CCCCCC (hexane). Product: CN(C1=CC=C(C=C1)/C=C(/C(=O)OCC)\C)C (Ethyl E-3-(4-dimethylamino-phenyl)-2-methyl-acrylate). RXN SMILES: [CH3:1][N:2]([CH3:15])[C:3]1[CH:8]=[CH:7][C:6](/[CH:9]=[C:10](\[CH3:14])/[C:11]([OH:13])=[O:12])=[CH:5][CH:4]=1.[CH2:16]([Li])[CH2:17]CC.CN(C)C1C=CC(C=O)=CC=1.O>CCCCCC>[CH3:15][N:2]([CH3:1])[C:3]1[CH:4]=[CH:5][C:6](/[CH:9]=[C:10](\[CH3:14])/[C:11]([O:13][CH2:16][CH3:17])=[O:12])=[CH:7][CH:8]=1. Procedure details: E-3-(4-Dimethylaminophenyl)-2-methyl-propenoic acid guanidide hydrochloride ##STR6## 1 a) 1 eq. of triethyl phosphonopropionate was deprotonated with 1 eq. of n-butyllithium in hexane at 0° C., and 1 eq. of 4-dimethylaminobenzaldehyd was then added at RT. After the aldehyde had reacted completely, the mixture was worked up with water and extracted three times by shaking with toluene. After the combined organic phases had been dried over magnesium sulfate, the solvent was removed in vacuo and the... Reactants: C(C1=CC=CC=C1)OC(=O)N(C([C@H]1NCCC1)=O)C(C(C)O)(C)C (N-benzyloxycarbonyl-N-(1,1-dimethyl-2-hydroxypropyl)-L-prolinamide), C(C1=CC=CC=C1)OC(=O)N[C@@H](CC(N)=O)C(=O)N[C@H]([C@@H](C(=O)O)O)CC1=CC=CC=C1 ((2S,3S)-3-(N2 -benzyloxycarbonyl-L-asparaginyl)amino-2-hydroxy-4-phenylbutyric acid). The product is C(C1=CC=CC=C1)OC(=O)N[C@@H](CC(N)=O)C(=O)N[C@H]([C@@H](C(=O)N1[C@H](C(=O)NC(C(C)O)(C)C)CCC1)O)CC1=CC=CC=C1 (1-[(2S,3S)-3-(N2 -Benzyloxycarbonyl-L-asparaginyl)amino-2-hydroxy-4-phenylbutyryl]-N-(1,1-dimethyl-2-hydroxypropyl)-L-prolinamide). The yield is 65.3%. Reaction SMILES: C(OC([N:11]([C:19]([CH3:24])([CH3:23])[CH:20]([OH:22])[CH3:21])[C:12](=[O:18])[C@@H:13]1[CH2:17][CH2:16][CH2:15][NH:14]1)=O)C1C=CC=CC=1.[CH2:25]([O:32][C:33]([NH:35][C@H:36]([C:41]([NH:43][C@@H:44]([CH2:50][C:51]1[CH:56]=[CH:55][CH:54]=[CH:53][CH:52]=1)[C@H:45]([OH:49])[C:46]([OH:48])=O)=[O:42])[CH2:37][C:38](=[O:40])[NH2:39])=[O:34])[C:26]1[CH:31]=[CH:30][CH:29]=[CH:28][CH:27]=1>>[CH2:25]([O:32][C:33]([NH:35][C@H:36]([C:41]([NH:43][C@@H:44]([CH2:50][C:51]1[CH:52]=[CH:53][CH:54]=[CH:55][CH:56]=1)[C@H:45]([OH:49])[C:46]([N:14]1[CH2:15][CH2:16][CH2:17][C@H:13]1[C:12]([NH:11][C:19]([CH3:23])([CH3:24])[CH:20]([OH:22])[CH3:21])=[O:18])=[O:48])=[O:42])[CH2:37][C:38](=[O:40])[NH2:39])=[O:34])[C:26]1[CH:31]=[CH:30][CH:29]=[CH:28][CH:27]=1. Procedure details: 79 mg (0.24 mmol) of N-benzyloxycarbonyl-N-(1,1-dimethyl-2-hydroxypropyl)-L-prolinamide were subjected to debenzyloxycarbonylation in a similar manner to that described in Example 17, and then the resulting product was condensed with 106 mg (0.24 mmol) of (2S,3S)-3-(N2 -benzyloxycarbonyl-L-asparaginyl)amino-2-hydroxy-4-phenylbutyric acid in a similar manner to that described in Example 1, to give 98 mg of the title compound as a colorless powder, melting at 102°-104° C. Reaction SMILES: [NH2:1][C:2]1[C:7]([N+:8]([O-:10])=[O:9])=[CH:6][C:5]([N+:11]([O-:13])=[O:12])=[C:4]([CH3:14])[N:3]=1.[CH3:15]S(C)=O.CN>CN(C)C(=O)C.O>[CH3:15][NH:1][C:2]1[C:7]([N+:8]([O-:10])=[O:9])=[CH:6][C:5]([N+:11]([O-:13])=[O:12])=[C:4]([CH3:14])[N:3]=1. Product: CNC1=NC(=C(C=C1[N+](=O)[O-])[N+](=O)[O-])C (2-(methylamino)-6-methyl-3,5-dinitropyridine), solid. Isolated yield 82.0%. Procedure details: To a solution of 2-amino-6-methyl-3,5-dinitropyridine (24.9 g, 0.125 mole) and 175 ml dimethylsulfoxide in a 500 ml Parr bottle was added a solution of methylamine (20 g, 0.65 mole) in 75 ml N,N-dimethylacetamide. The reaction was shaken for 6 hours at ambient temperature and then heated 15 hours at 70° C. Upon cooling, the mixture was diluted with water, filtered, washed with methanol-water (1v/1v) and dried. 2-(methylamino)-6-methyl-3,5-dinitropyridine was obtained as a yellow solid (82% yield... Reaction conditions: time 6 hour. Solvent: CN(C(C)=O)C (N,N-dimethylacetamide), O (water). Reactants: NC1=NC(=C(C=C1[N+](=O)[O-])[N+](=O)[O-])C (2-amino-6-methyl-3,5-dinitropyridine), CS(=O)C (dimethylsulfoxide), CN (methylamine). Product: CC1=NSC(=C1N=C=S)NC(C(C)(C)C)=O (3-Methyl-4-isothiocyanato-5-pivaloylaminoisothiazole). As a reaction SMILES: [NH2:1][C:2]1[S:6][N:5]=[C:4]([CH3:7])[C:3]=1[N:8]=[C:9]=[S:10].CN(C1C=CC=CN=1)C.[C:20](Cl)(=[O:25])[C:21]([CH3:24])([CH3:23])[CH3:22]>C1(C)C=CC=CC=1.N1C=CC=CC=1>[CH3:7][C:4]1[C:3]([N:8]=[C:9]=[S:10])=[C:2]([NH:1][C:20](=[O:25])[C:21]([CH3:24])([CH3:23])[CH3:22])[S:6][N:5]=1. Starting materials: NC1=C(C(=NS1)C)N=C=S (5-amino-4-isothiocyanato-3-methylisothiazole), CN(C)C1=NC=CC=C1 (dimethylaminopyridine), C(C(C)(C)C)(=O)Cl (pivaloyl chloride). Procedure: 16.7 g of 5-amino-4-isothiocyanato-3-methylisothiazole and 0.5 g of dimethylaminopyridine are dissolved in a mixture of 100 ml of toluene and 100 ml of pyridine, and 15.9 g of pivaloyl chloride are added. Stirring is carried out for 16 hours at 80° C., the solution is evaporated to dryness, the residue is taken up in ethyl acetate and the solution is extracted with aqueous sodium bicarbonate solution and 10% strength hydrochloric acid. The organic phase is dried and evaporated down. The solvent is C1(=CC=CC=C1)C (toluene), N1=CC=CC=C1 (pyridine). Reaction conditions: time 16 hour. Reactants: O=C([O-])[O-], CN(C)CC(=O)O, CS(C)=O, [Cu]I, FC(F)(F)c1n[nH]c2c1CCCC2, OCc1ccc(I)cc1, [K+], [K+]. Product: OCc1ccc(-n2nc(C(F)(F)F)c3c2CCCC3)cc1. RXN SMILES: [C:30](=[O:31])([O-:32])[O-:33].[CH3:23][N:24]([CH2:25][C:26](=[O:27])[OH:28])[CH3:29].[CH3:36][S:37]([CH3:38])=[O:39].[Cu:40][I:41].[F:10][C:11]([c:12]1[n:13][nH:14][c:15]2[c:20]1[CH2:19][CH2:18][CH2:17][CH2:16]2)([F:21])[F:22].[I:1][c:2]1[cH:3][cH:4][c:5]([CH2:6][OH:7])[cH:8][cH:9]1.[K+:34].[K+:35]>>[c:2]1(-[n:14]2[n:13][c:12]([C:11]([F:10])([F:21])[F:22])[c:20]3[c:15]2[CH2:16][CH2:17][CH2:18][CH2:19]3)[cH:3][cH:4][c:5]([CH2:6][OH:7])[cH:8][cH:9]1. Run at time 8 hour. Procedure: 4-Fluoro-3-nitro-phenylazide (9.7 mg, 0.053 mmol) and TBTA (1 mg, 0.001 mmol) were added to a solution of compound 218 (14.4 mg, 0.038 mmol) in t-butanol (0.8 mL)-water (0.8 mL) at room temperature. Freshly prepared 1M solution of sodium ascorbate (38.2 μL) followed by 7.5% solution of copper sulfate (63 μL, 0.019 mmol) was also added into the reaction mixture stirred at room temperature overnight. Solvent was evaporated, and the residue was purified on flash silica gel column chromatography (CH... Product: ClC1=NC(=C2N=CN(C2=N1)[C@H]1[C@@H]([C@@H]([C@@]2(C[C@H]12)C(=O)NC)O)O)NCC=1N=NN(C1)C1=CC(=C(C=C1)F)[N+](=O)[O-] ((1S,2R,3S,4R,5S)-4-(2-Chloro-6-((1-(4-fluoro-3-nitrophenyl)-1H-1,2,3-triazol-4-yl)methylamino)-9H-purin-9-yl)-2,3-dihydroxy-N-methylbicyclo[3.1.0]hexane-1-carboxamide). The reagents and catalysts are S(=O)(=O)([O-])[O-].[Cu+2] (copper sulfate), CCCC[Sn](CCCC)(CCCC)OC(=O)C (TBTA). The reactants are solution, FC1=C(C=C(C=C1)N=[N+]=[N-])[N+](=O)[O-] (4-Fluoro-3-nitro-phenylazide), ClC1=NC(=C2N=CN(C2=N1)[C@H]1[C@@H]([C@@H]([C@@]2(C[C@H]12)C(=O)NC)O)O)NCC#C ((1S,2R,3S,4R,5S)-4-(2-Chloro-6-(prop-2-ynylamino)-9H-purin-9-yl)-2,3-dihydroxy-N-methylbicyclo[3.1.0]hexane-1-carboxamide), O (water), O=C1C(O)=C([O-])[C@H](O1)[C@@H](O)CO.[Na+] (sodium ascorbate), solution. The yield is 89.5%. Reaction SMILES: [F:1][C:2]1[CH:7]=[CH:6][C:5]([N:8]=[N+:9]=[N-:10])=[CH:4][C:3]=1[N+:11]([O-:13])=[O:12].[Cl:14][C:15]1[N:23]=[C:22]2[C:18]([N:19]=[CH:20][N:21]2[C@@H:24]2[C@@H:29]3[C@@:27]([C:30]([NH:32][CH3:33])=[O:31])([CH2:28]3)[C@@H:26]([OH:34])[C@H:25]2[OH:35])=[C:17]([NH:36][CH2:37][C:38]#[CH:39])[N:16]=1.O.O=C1O[C@H]([C@H](CO)O)C([O-])=C1O.[Na+]>C(O)(C)(C)C.S([O-])([O-])(=O)=O.[Cu+2].CCCC[Sn](OC(C)=O)(CCCC)CCCC>[Cl:14][C:15]1[N:23]=[C:22]2[C:18]([N:19]=[CH:20][N:21]2[C@@H:24]2[C@@H:29]3[C@@:27]([C:30]([NH:32][CH3:33])=[O:31])([CH2:28]3)[C@@H:26]([OH:34])[C@H:25]2[OH:35])=[C:17]([NH:36][CH2:37][C:38]2[N:10]=[N:9][N:8]([C:5]3[CH:6]=[CH:7][C:2]([F:1])=[C:3]([N+:11]([O-:13])=[O:12])[CH:4]=3)[CH:39]=2)[N:16]=1 |f:3.4,6.7|. Solvent: C(C)(C)(C)O (t-butanol).